The task is: describe an organic reaction: reactants, conditions, products, and yield. This data is from the Open Reaction Database (ORD), a public repository of structured organic reaction records. The reactants are C[O-].[Na+] (sodium methoxide), C(OC)(OC)=O (dimethyl carbonate), 75.6, S(=O)(=O)(OC)OC (dimethyl sulfate), FC(=C(F)F)F (Tetrafluoroethylene), FC(=C(F)F)F (tetrafluoroethylene). Run in O1CCCC1 (tetrahydrofuran). Run at temperature 40 celsius. Yields the product COC(C(C(C(C(OC)(F)F)(F)F)(OC)OC)(F)F)(F)F (1,3,3,5-tetrametoxyoctafluoropentane). Isolated yield 52.0%. As a reaction SMILES: [CH3:1][O-:2].[Na+].[C:4](=O)([O:7][CH3:8])[O:5][CH3:6].[F:10][C:11]([F:15])=[C:12]([F:14])[F:13].S([O:21][CH3:22])(OC)(=O)=O>O1CCCC1>[CH3:1][O:2][C:12]([F:14])([F:13])[C:11]([F:15])([F:10])[C:4]([O:5][CH3:6])([O:7][CH3:8])[C:12]([F:14])([F:13])[C:11]([F:15])([F:10])[O:21][CH3:22] |f:0.1|. Procedure details: A mixture of 27.0 g (0.50 mol) of sodium methoxide, 56.0 g (0.62 mol) of dimethyl carbonate, and 100 ml of dry tetrahydrofuran was agitated in a 350 ml tube under 1-3 atm of tetrafluoroethylene. Tetrafluoroethylene was pressured in as consumed until 110 g (1.1 mol) had been added. The mildly exothermic reaction kept the temperature near 35° C.; after the addition, the reaction mixture was heated at 40° C. for 1 hour. The viscous solution from this reaction was treated directly with 75.6 (0.60 mo... Starting materials: C(OCC)([O-])[O-] (ethyl orthoformate), C12(C(=O)CC(CC1)C2(C)C)CS(=O)(=O)O ((±)-10-camphorsulfonic acid), 4A, ClC=1C=C(C(=O)NC=2C=NC(=CC2)OC2=C3CCC(C3=CC=C2)=O)C=CC1Cl (3,4-dichloro-N1-{6-[(1-oxo-2,3-dihydro-1H-inden-4-yl)oxy]-3-pyridinyl}benzamide). Run in C(C)O (ethanol). The product is ClC=1C=C(C(=O)NC=2C=NC(=CC2)OC=2C=CC=C3C(=CCC23)OCC)C=CC1Cl (3,4-dichloro-N1-{6-(3-ethoxy-1H-inden-7-yloxy)-3-pyridinyl}benzamide). As a reaction SMILES: [Cl:1][C:2]1[CH:3]=[C:4]([CH:25]=[CH:26][C:27]=1[Cl:28])[C:5]([NH:7][C:8]1[CH:9]=[N:10][C:11]([O:14][C:15]2[CH:23]=[CH:22][CH:21]=[C:20]3[C:16]=2[CH2:17][CH2:18][C:19]3=[O:24])=[CH:12][CH:13]=1)=[O:6].C([O-])([O-])O[CH2:31][CH3:32].C12(CS(O)(=O)=O)C(C)(C)C(CC1)CC2=O>C(O)C>[Cl:1][C:2]1[CH:3]=[C:4]([CH:25]=[CH:26][C:27]=1[Cl:28])[C:5]([NH:7][C:8]1[CH:9]=[N:10][C:11]([O:14][C:15]2[CH:23]=[CH:22][CH:21]=[C:20]3[C:16]=2[CH2:17][CH:18]=[C:19]3[O:24][CH2:31][CH3:32])=[CH:12][CH:13]=1)=[O:6]. Procedure: 3.5 g of 3,4-dichloro-N1-{6-(1-oxo-2,3-dihydro-1H-inden-4-yl)oxy]-3-pyridinyl}benzamide obtained in Example 1 was suspended in 140 ml of ethanol. To the suspension, 14 ml of ethyl orthoformate, 820 mg of (±)-10-camphorsulfonic acid and 3.5 g of 4A molecular sieves were added and the mixture was heated at reflux for 30 minutes. After air cooling, the reaction mixture was filtered. To the filtrate, 8.5 ml of an aqueous 1N sodium hydroxide solution was added and the solvent was distilled off under ...